This data is from the Open Reaction Database (ORD), a public repository of structured organic reaction records. The task is: describe an organic reaction: reactants, conditions, products, and yield Reactants: CC(C)(C)OC(=O)N1CCC(N(CCO)Cc2ccc(Cl)cc2)C1, ClCCl, O=C(O)C(F)(F)F. The product is OCCN(Cc1ccc(Cl)cc1)C1CCNC1. As a reaction SMILES: [C:1]([O:2][C:3](=[O:4])[N:8]1[CH2:9][CH:10]([N:13]([CH2:14][CH2:15][OH:16])[CH2:17][c:18]2[cH:19][cH:20][c:21]([Cl:24])[cH:22][cH:23]2)[CH2:11][CH2:12]1)([CH3:5])([CH3:6])[CH3:7].[Cl:32][CH2:33][Cl:34].[OH:25][C:26]([C:27]([F:28])([F:29])[F:30])=[O:31]>>[NH:8]1[CH2:9][CH:10]([N:13]([CH2:14][CH2:15][OH:16])[CH2:17][c:18]2[cH:19][cH:20][c:21]([Cl:24])[cH:22][cH:23]2)[CH2:11][CH2:12]1.